This data is from the Open Reaction Database (ORD), a public repository of structured organic reaction records. The task is: describe an organic reaction: reactants, conditions, products, and yield Starting materials: BrC=1C=CC=C2C(=C(C=NC12)C(=O)OCC)O (ethyl 8-bromo-4-hydroxyquinoline-3-carboxylate), O=P(Cl)(Cl)Cl (POCl3). The product is BrC=1C=CC=C2C(=C(C=NC12)C(=O)OCC)Cl (ethyl 8-bromo-4-chloroquinoline-3-carboxylate). As a reaction SMILES: [Br:1][C:2]1[CH:3]=[CH:4][CH:5]=[C:6]2[C:11]=1[N:10]=[CH:9][C:8]([C:12]([O:14][CH2:15][CH3:16])=[O:13])=[C:7]2O.O=P(Cl)(Cl)[Cl:20]>>[Br:1][C:2]1[CH:3]=[CH:4][CH:5]=[C:6]2[C:11]=1[N:10]=[CH:9][C:8]([C:12]([O:14][CH2:15][CH3:16])=[O:13])=[C:7]2[Cl:20]. Procedure: A solution of ethyl 8-bromo-4-hydroxyquinoline-3-carboxylate (2.0 g, 6.75 mmol) in POCl3 (10 mL) was heated at 80° C. for 3 h. Then the volatiles were removed and ice-water was added to the residue. The precipitated solid was filtered and dried to afford 1.8 g of the title product. 1H NMR (300 MHz, DMSO d6): δ 9.26 (s, 1H), 8.44-8.37 (m, 2H), 7.79-7.64 (t, J=7.8 Hz, 1H), 4.48-4.43 (q, J=7.2, 14.1 Hz, 2H), 1.41-1.36 (t, J=6.9 Hz, 3H); MS (m/z): 314.01 (M+H)+. Starting materials: Brc1ccc(-c2cccs2)cc1, [Fe], O=[N+]([O-])c1cccc(SCl)c1. Product: O=[N+]([O-])c1cccc(Sc2ccc(-c3ccc(Br)cc3)s2)c1. Reaction SMILES: [Br:12][c:13]1[cH:14][cH:15][c:16](-[c:19]2[s:20][cH:21][cH:22][cH:23]2)[cH:17][cH:18]1.[Fe:24].[N+:1](=[O:2])([O-:3])[c:4]1[cH:5][c:6]([S:10][Cl:11])[cH:7][cH:8][cH:9]1>>[N+:1](=[O:2])([O-:3])[c:4]1[cH:5][c:6]([S:10][c:21]2[s:20][c:19](-[c:16]3[cH:15][cH:14][c:13]([Br:12])[cH:18][cH:17]3)[cH:23][cH:22]2)[cH:7][cH:8][cH:9]1. Starting materials: C1(CCCCC1)C[C@@H](CNC(OC(C)(C)C)=O)NC1=C(C(C1=O)=O)N1CC(CCC1)C(OCCCOC)C1=C(C=CC=C1)F (tert-butyl (2S)-3-cyclohexyl-2-(2-(3-((2-fluorophenyl)(3-methoxypropoxy)methyl)piperidin-1-yl)-3,4-dioxocyclobut-1-enylamino)propylcarbamate), C(=O)(C(F)(F)F)O (TFA). Yields the product NC[C@H](CC1CCCCC1)NC=1C(C(C1N1CC(CCC1)C(OCCCOC)C1=C(C=CC=C1)F)=O)=O (3-((S)-1-amino-3-cyclohexylpropan-2-ylamino)-4-(3-((2-fluorophenyl)(3-methoxypropoxy)methyl)piperidin-1-yl)cyclobut-3-ene-1,2-dione). The yield is 56.2%. RXN SMILES: [CH:1]1([CH2:7][C@H:8]([NH:18][C:19]2[C:22](=[O:23])[C:21](=[O:24])[C:20]=2[N:25]2[CH2:30][CH2:29][CH2:28][CH:27]([CH:31]([C:38]3[CH:43]=[CH:42][CH:41]=[CH:40][C:39]=3[F:44])[O:32][CH2:33][CH2:34][CH2:35][O:36][CH3:37])[CH2:26]2)[CH2:9][NH:10]C(=O)OC(C)(C)C)[CH2:6][CH2:5][CH2:4][CH2:3][CH2:2]1.C(O)(C(F)(F)F)=O>>[NH2:10][CH2:9][C@@H:8]([NH:18][C:19]1[C:22](=[O:23])[C:21](=[O:24])[C:20]=1[N:25]1[CH2:30][CH2:29][CH2:28][CH:27]([CH:31]([C:38]2[CH:43]=[CH:42][CH:41]=[CH:40][C:39]=2[F:44])[O:32][CH2:33][CH2:34][CH2:35][O:36][CH3:37])[CH2:26]1)[CH2:7][CH:1]1[CH2:2][CH2:3][CH2:4][CH2:5][CH2:6]1. Procedure: tert-butyl (2S)-3-cyclohexyl-2-(2-(3-((2-fluorophenyl)(3-methoxypropoxy)methyl)piperidin-1-yl)-3,4-dioxocyclobut-1-enylamino)propylcarbamate (17.4 mg, 0.03 mmol) was treated with neat TFA for 30 min. TFA was removed in vacuo, and the residue was purified by HPLC to give 3-((S)-1-amino-3-cyclohexylpropan-2-ylamino)-4-(3-((2-fluorophenyl)(3-methoxypropoxy)methyl)piperidin-1-yl)cyclobut-3-ene-1,2-dione (8.7 mg, 60%) as a TFA salt. 1H NMR (CD3OD) δ 0.8-2.1 (20 H), 3.0 (1 H), 3.1 (1 H), 3.25 (s, 3 H)... Starting materials: COCC(=O)Cl, COc1ccc(OCC2CC2)c(-c2ncnc3c(C(=O)NC4CCNCC4)c[nH]c23)c1. The product is COCC(=O)N1CCC(NC(=O)c2c[nH]c3c(-c4cc(OC)ccc4OCC4CC4)ncnc23)CC1. Reaction SMILES: [CH3:32][O:33][CH2:34][C:35](=[O:36])[Cl:37].[NH:1]1[CH2:2][CH2:3][CH:4]([NH:7][C:8](=[O:9])[c:10]2[cH:11][nH:12][c:13]3[c:14]2[n:15][cH:16][n:17][c:18]3-[c:19]2[c:20]([O:27][CH2:28][CH:29]3[CH2:30][CH2:31]3)[cH:21][cH:22][c:23]([O:25][CH3:26])[cH:24]2)[CH2:5][CH2:6]1>>[N:1]1([C:35]([CH2:34][O:33][CH3:32])=[O:36])[CH2:2][CH2:3][CH:4]([NH:7][C:8](=[O:9])[c:10]2[cH:11][nH:12][c:13]3[c:14]2[n:15][cH:16][n:17][c:18]3-[c:19]2[c:20]([O:27][CH2:28][CH:29]3[CH2:30][CH2:31]3)[cH:21][cH:22][c:23]([O:25][CH3:26])[cH:24]2)[CH2:5][CH2:6]1. Starting materials: BrC1=CC=C(C=C1)C=1CCN(CC1)C (4-(4-bromophenyl)-1-methyl-1,2,3,6-tetrahydropyridine), CCN(CC)S(F)(F)F (DAST), BrC1=CC=C(C=C1)C1(CCN(CC1)C)O (4-(4-bromophenyl)-1-methylpiperidin-4-ol). The solvent is C(Cl)Cl (CH2Cl2), C(Cl)Cl (CH2Cl2). Product: BrC1=CC=C(C=C1)C1(CCN(CC1)C)F (4-(4-bromophenyl)-4-fluoro-1-methylpiperidine). RXN SMILES: CCN(S(F)(F)[F:7])CC.[Br:10][C:11]1[CH:16]=[CH:15][C:14]([C:17]2(O)[CH2:22][CH2:21][N:20]([CH3:23])[CH2:19][CH2:18]2)=[CH:13][CH:12]=1.BrC1C=CC(C2CCN(C)CC=2)=CC=1>C(Cl)Cl>[Br:10][C:11]1[CH:16]=[CH:15][C:14]([C:17]2([F:7])[CH2:22][CH2:21][N:20]([CH3:23])[CH2:19][CH2:18]2)=[CH:13][CH:12]=1. Procedure: To a solution of DAST (0.50 g, 3.8 mmol) in CH2Cl2 was added a solution of 4-(4-bromophenyl)-1-methylpiperidin-4-ol (0.507 g, 1.88 mmol) in CH2Cl2 at −78° C. The resulting mixture was warmed to rt over a period of 3 h. The reaction was then allowed to cool to 0° C. and quenched with saturated NaHCO3. The resulting mixture was extracted with CH2Cl2 and the combined organic extracts were dried over MgSO4 and concentrated to give a yellow oil. The crude product was purified by silica gel chromatogr... Reactants: C1(=CC=CC=C1)O (phenol), BrCC1C(C)O1 (1-bromo-2,3-epoxybutane), BrC(C1CO1)C (3-bromo-1,2-epoxybutane). Product: O(C1=CC=CC=C1)C(C1CO1)C (3-phenoxy-1,2-epoxybutane), O(C1=CC=CC=C1)CC1C(C)O1 (1-phenoxy-2,3-epoxybutane). As a reaction SMILES: [C:1]1([OH:7])[CH:6]=[CH:5][CH:4]=[CH:3][CH:2]=1.Br[CH2:9][CH:10]1[O:13][CH:11]1[CH3:12].Br[CH:15]([CH3:19])[CH:16]1[O:18][CH2:17]1>>[O:7]([CH:15]([CH3:19])[CH:16]1[O:18][CH2:17]1)[C:1]1[CH:6]=[CH:5][CH:4]=[CH:3][CH:2]=1.[O:7]([CH2:12][CH:11]1[O:13][CH:10]1[CH3:9])[C:1]1[CH:6]=[CH:5][CH:4]=[CH:3][CH:2]=1. Reported procedure: Rowton et al., J. Org. Chem. 23 1057 (1958) discloses the reaction of phenol with 1-bromo-2,3-epoxybutane and 3-bromo-1,2-epoxybutane to yield 3-phenoxy-1,2-epoxybutane and 1-phenoxy-2,3-epoxybutane, respectively. Reactants: BrC1=CC(=CC=C1)CCC (1-bromo-3-propylbenzene), Cl (hydrochloric acid), CN(C=O)C (N,N-dimethylformamide), aqueous solution, solution, Cl (hydrogen chloride), C(CCC)[Li] (n-butyllithium). Solvent: O1CCCC1 (tetrahydrofuran), O (water), O1CCOCC1 (1,4-dioxane). Conditions: time 1 hour. Yields the product crude product, C(CC)C=1C=C(C=O)C=CC1 (3-Propylbenzaldehyde). Reaction SMILES: Br[C:2]1[CH:7]=[CH:6][CH:5]=[C:4]([CH2:8][CH2:9][CH3:10])[CH:3]=1.C([Li])CCC.CN(C)[CH:18]=[O:19].Cl>O1CCCC1.O1CCOCC1.O>[CH2:8]([C:4]1[CH:3]=[C:2]([CH:7]=[CH:6][CH:5]=1)[CH:18]=[O:19])[CH2:9][CH3:10]. Procedure: To a solution of 1-bromo-3-propylbenzene (16.6 g) in tetrahydrofuran (83 ml) cooled to −78° C. was added dropwise n-butyllithium (2.66M solution in n-hexane, 34 ml) over 9 minutes, and then the mixture was stirred for 1 hour. To this reaction solution was added dropwise N,N-dimethylformamide (7.7 ml) over 6 minutes, and the mixture was stirred for additional 20 minutes. To this reaction solution was added dropwise a 4M solution of hydrogen chloride in 1,4-dioxane (23 ml) over 5 minutes, and then...